This data is from the Open Reaction Database (ORD), a public repository of structured organic reaction records. The task is: describe an organic reaction: reactants, conditions, products, and yield The reactants are ClCCl, O, O=C1OCCN1CCO, CS(=O)(=O)Cl. Product: CS(=O)(=O)OCCN1CCOC1=O. RXN SMILES: [Cl:15][CH2:16][Cl:17].[OH2:18].[OH:1][CH2:2][CH2:3][N:4]1[C:5](=[O:9])[O:6][CH2:7][CH2:8]1.[S:10](=[O:11])(=[O:12])([CH3:13])[Cl:14]>>[O:1]([CH2:2][CH2:3][N:4]1[C:5](=[O:9])[O:6][CH2:7][CH2:8]1)[S:10](=[O:11])(=[O:12])[CH3:13]. Reactants: CCC(CC1COC(N)=N1)Oc1cccc(OCc2ccccc2)c1, CO, [H][H]. Product: CCC(CC1COC(N)=N1)Oc1cccc(O)c1. As a reaction SMILES: [CH2:1]([c:2]1[cH:3][cH:4][cH:5][cH:6][cH:7]1)[O:8][c:9]1[cH:10][c:11]([O:12][CH:13]([CH2:14][CH:15]2[N:16]=[C:17]([NH2:20])[O:18][CH2:19]2)[CH2:21][CH3:22])[cH:23][cH:24][cH:25]1.[CH3:28][OH:29].[H:26][H:27]>>[OH:8][c:9]1[cH:10][c:11]([O:12][CH:13]([CH2:14][CH:15]2[N:16]=[C:17]([NH2:20])[O:18][CH2:19]2)[CH2:21][CH3:22])[cH:23][cH:24][cH:25]1. The reactants are CCCCCCCCCCC1(CCCCCCCCCC)c2cc(Br)ccc2-c2ccc(C=O)cc21, CCCCCCCCCCBr, CS(C)=O, [I-], [K+], [K+], [OH-]. The product is CCCCCCCCCCC1(CCCCCCCCCC)c2cc(Br)ccc2-c2ccc(I)cc21. As a reaction SMILES: [Br:1][c:2]1[cH:3][cH:4][c:5]2[c:13]([cH:14]1)[C:12]([CH2:15][CH2:16][CH2:17][CH2:18][CH2:19][CH2:20][CH2:21][CH2:22][CH2:23][CH3:24])([CH2:25][CH2:26][CH2:27][CH2:28][CH2:29][CH2:30][CH2:31][CH2:32][CH2:33][CH3:34])[c:11]1[c:6]-2[cH:7][cH:8][c:9]([CH:35]=[O:36])[cH:10]1.[Br:41][CH2:42][CH2:43][CH2:44][CH2:45][CH2:46][CH2:47][CH2:48][CH2:49][CH2:50][CH3:51].[CH3:52][S:53]([CH3:54])=[O:55].[I-:38].[K+:37].[K+:40].[OH-:39]>>[Br:1][c:2]1[cH:3][cH:4][c:5]2[c:13]([cH:14]1)[C:12]([CH2:15][CH2:16][CH2:17][CH2:18][CH2:19][CH2:20][CH2:21][CH2:22][CH2:23][CH3:24])([CH2:25][CH2:26][CH2:27][CH2:28][CH2:29][CH2:30][CH2:31][CH2:32][CH2:33][CH3:34])[c:11]1[c:6]-2[cH:7][cH:8][c:9]([I:38])[cH:10]1. Reactants: [H-].[Na+] (sodium hydride), oil, CS(=O)C (DMSO), [I-].C[S+](=O)(C)C (Trimethylsulfoxonium iodide), C(C)[C@]12[C@H](CCCC=3C=C4N(N=CC4=CC31)C3=CC=C(C=C3)F)CC(CC2)=O.C(C)[C@@]23[C@@H](CCCC=1C=C4N(N=CC4=CC12)C1=CC=C(C=C1)F)CC(CC3)=O ((4aS,12bR)-12b-ethyl-9-(4-fluoro-phenyl)-1,2,4a,5,6,7,9,12b-octahydro-4H-9,10-diaza-benzo[3,4]cyclohepta[1,2-f]inden-3-one; compound with (4aR,12bS)-12b-ethyl-9-(4-fluoro-phenyl)-1,2,4a,5,6,7,9,12b-octahydro-4H-9,10-diaza-benzo[3,4]cyclohepta[1,2-f]inden-3-one). The solvent is C1CCOC1 (THF), C1CCOC1 (THF). Run at temperature 65 celsius. The product is C(C)C12C(CCCC=3C1=CC=1C=NN(C1C3)C3=CC=C(C=C3)F)CC3(OC3)CC2 (rac-(2′R,4aS,12bS)-12b-ethyl-9-(4-fluorophenyl)-2,4,4a,5,6,7,9,12b-octahydro-1H-spiro[benzo[6,7]cyclohepta[1,2-f]indazole-3,2′-oxirane]). The yield is 89.1%. Reaction SMILES: [H-].[Na+].CS(C)=O.[I-].C[S+](C)(C)=O.[CH2:13]([C@:15]12[CH2:39][CH2:38][C:37](=[O:40])[CH2:36][C@H:16]1[CH2:17][CH2:18][CH2:19][C:20]1[CH:21]=[C:22]3[C:26](=[CH:27][C:28]=12)[CH:25]=[N:24][N:23]3[C:29]1[CH:34]=[CH:33][C:32]([F:35])=[CH:31][CH:30]=1)[CH3:14].[CH2:41]([C@@]12CCC(=O)C[C@@H]1CCCC1C=C3C(=CC=12)C=NN3C1C=CC(F)=CC=1)C>C1COCC1>[CH2:13]([C:15]12[CH2:39][CH2:38][C:37]3([CH2:41][O:40]3)[CH2:36][CH:16]1[CH2:17][CH2:18][CH2:19][C:20]1[C:28]2=[CH:27][C:26]2[CH:25]=[N:24][N:23]([C:29]3[CH:30]=[CH:31][C:32]([F:35])=[CH:33][CH:34]=3)[C:22]=2[CH:21]=1)[CH3:14] |f:0.1,3.4,5.6|. Reported procedure: A flask with stir bar and nitrogen line was charged with sodium hydride (60% in oil 0.106 g, 2.66 mmol) and DMSO (7 mL). The mixture was warmed in an oil bath heated to about 65° C. for about 45 min. The mixture was cooled to rt, diluted with THF (7 mL) then cooled to about 0° C. Trimethylsulfoxonium iodide (0.585 g, 2.66 mmol) was added and the mixture was stirred for about 15 min. (4aR,12bR)-12b-Ethyl-9-(4-fluoro-phenyl)-1,2,4a,5,6,7,9,12b-octahydro-4H-9,10-diaza-benzo[3,4]cyclohepta[1,2-f]ind... Starting materials: ClC1=CC(=C(CN2N=CC3=CC(=CC=C23)C=C2C(N=C(S2)SCC)=O)C=C1)C(F)(F)F (5-[1-(4-chloro-2-trifluoromethyl-benzyl)-1H-indazol-5-ylmethylene]-2-ethylsulfanyl-thiazol-4-one), C(C)(C)(C)OC(N[C@H]1CNCCC1)=O (piperidin-3-(R)-yl-carbamic acid tert-butyl ester). The product is C(C)(C)(C)OC(NC1CN(CCC1)C=1SC(C(N1)=O)=CC=1C=C2C=NN(C2=CC1)CC1=C(C=C(C=C1)Cl)C(F)(F)F)=O ((1-{5-[1-(4-Chloro-2-trifluoromethyl-benzyl)-1H-indazol-5-ylmethylene]-4-oxo-4,5-dihydro-thiazol-2-yl}-piperidin-3-yl)-carbamic acid tert-butyl ester), N[C@H]1CN(CCC1)C=1SC(C(N1)=O)=CC=1C=C2C=NN(C2=CC1)CC1=C(C=C(C=C1)Cl)C(F)(F)F (2-(3-(R)-Amino-piperidin-1-yl)-5-[1-(4-chloro-2-trifluoromethyl-benzyl)-1H-indazol-5-ylmethylene]-thiazol-4-one). RXN SMILES: [Cl:1][C:2]1[CH:27]=[CH:26][C:5]([CH2:6][N:7]2[C:15]3[C:10](=[CH:11][C:12]([CH:16]=[C:17]4[S:21][C:20](SCC)=[N:19][C:18]4=[O:25])=[CH:13][CH:14]=3)[CH:9]=[N:8]2)=[C:4]([C:28]([F:31])([F:30])[F:29])[CH:3]=1.[C:32]([O:36][C:37](=[O:45])[NH:38][C@@H:39]1[CH2:44][CH2:43][CH2:42][NH:41][CH2:40]1)([CH3:35])([CH3:34])[CH3:33]>>[C:32]([O:36][C:37](=[O:45])[NH:38][CH:39]1[CH2:44][CH2:43][CH2:42][N:41]([C:20]2[S:21][C:17](=[CH:16][C:12]3[CH:11]=[C:10]4[C:15](=[CH:14][CH:13]=3)[N:7]([CH2:6][C:5]3[CH:26]=[CH:27][C:2]([Cl:1])=[CH:3][C:4]=3[C:28]([F:30])([F:31])[F:29])[N:8]=[CH:9]4)[C:18](=[O:25])[N:19]=2)[CH2:40]1)([CH3:35])([CH3:33])[CH3:34].[NH2:38][C@@H:39]1[CH2:44][CH2:43][CH2:42][N:41]([C:20]2[S:21][C:17](=[CH:16][C:12]3[CH:11]=[C:10]4[C:15](=[CH:14][CH:13]=3)[N:7]([CH2:6][C:5]3[CH:26]=[CH:27][C:2]([Cl:1])=[CH:3][C:4]=3[C:28]([F:29])([F:31])[F:30])[N:8]=[CH:9]4)[C:18](=[O:25])[N:19]=2)[CH2:40]1. Procedure details: (1-{5-[1-(4-Chloro-2-trifluoromethyl-benzyl)-1H-indazol-5-ylmethylene]-4-oxo-4,5-dihydro-thiazol-2-yl}-piperidin-3-yl)-carbamic acid tert-butyl ester was prepared from 5-[1-(4-chloro-2-trifluoromethyl-benzyl)-1H-indazol-5-ylmethylene]-2-ethylsulfanyl-thiazol-4-one and piperidin-3-(R)-yl-carbamic acid tert-butyl ester following General Procedure C. The compound was used directly following General Procedure H to provide 2-(3-(R)-Amino-piperidin-1-yl)-5-[1-(4-chloro-2-trifluoromethyl-benzyl)-1H-ind...